From a dataset of the Open Reaction Database (ORD), a public repository of structured organic reaction records. describe an organic reaction: reactants, conditions, products, and yield Starting materials: CN(C(=O)CCN1[C@H](CCC1)CC1=CNC2=CC=C(C=C12)C=CC(C)=O)C (3-{N-[2-(N,N-Dimethylcarbamoyl)ethyl]-2(R)-pyrrolidinylmethyl}-5-(3-oxo-1-but-1-enyl)-1H-indole). The reagents and catalysts are [Pd] (palladium on charcoal). The solvent is CO (CH3OH). The product is CN(C(=O)CCN1[C@H](CCC1)CC1=CNC2=CC=C(C=C12)CCC(C)=O)C (3-{N-[2-(N,N-Dimethylcarbamoyl)ethyl]-2(R)-pyrrolidinylmethyl}-5-(3-oxo-1-butyl)-1H-indole). As a reaction SMILES: [CH3:1][N:2]([CH3:27])[C:3]([CH2:5][CH2:6][N:7]1[CH2:11][CH2:10][CH2:9][C@@H:8]1[CH2:12][C:13]1[C:21]2[C:16](=[CH:17][CH:18]=[C:19]([CH:22]=[CH:23][C:24](=[O:26])[CH3:25])[CH:20]=2)[NH:15][CH:14]=1)=[O:4]>[Pd].CO>[CH3:27][N:2]([CH3:1])[C:3]([CH2:5][CH2:6][N:7]1[CH2:11][CH2:10][CH2:9][C@@H:8]1[CH2:12][C:13]1[C:21]2[C:16](=[CH:17][CH:18]=[C:19]([CH2:22][CH2:23][C:24](=[O:26])[CH3:25])[CH:20]=2)[NH:15][CH:14]=1)=[O:4]. Procedure details: Obtained from the title compound of Example 69 by a procedure similar to that described in Example 2, but using 10% palladium on charcoal as catalyst, as a gum. Rf 0.35 (SS 7). [α]D25 +82° (c=0.1, CH3OH). LRMS: m/z 370.6 (M+1)+. Reactants: BrC=1C(OC(CC1O)(C1=CC=CC=C1)CCC(C)C)=O (3-bromo-5,6-dihydro-4-hydroxy-6-(3-methylbutyl)-6-phenyl-2H-pyran-2-one), C(C=1C(S)=CC=CC1)(=O)OC (methyl thiosalicylate), N1CCCCC1 (piperidine). Solvent: ClCCl (dichloromethane). The product is OC1=C(C(OC(C1)(C1=CC=CC=C1)CCC(C)C)=O)SC1=C(C(=O)OC)C=CC=C1 (Methyl 2-[[5,6-dihydro-4-hydroxy-6-(3-methylbutyl)-2-oxo-6-phenyl-2H-pyran-3-yl]thio]benzoate). RXN SMILES: Br[C:2]1[C:3](=[O:20])[O:4][C:5]([CH2:15][CH2:16][CH:17]([CH3:19])[CH3:18])([C:9]2[CH:14]=[CH:13][CH:12]=[CH:11][CH:10]=2)[CH2:6][C:7]=1[OH:8].[C:21]([O:30][CH3:31])(=[O:29])[C:22]1[C:23](=[CH:25][CH:26]=[CH:27][CH:28]=1)[SH:24].N1CCCCC1>ClCCl>[OH:8][C:7]1[CH2:6][C:5]([CH2:15][CH2:16][CH:17]([CH3:19])[CH3:18])([C:9]2[CH:14]=[CH:13][CH:12]=[CH:11][CH:10]=2)[O:4][C:3](=[O:20])[C:2]=1[S:24][C:23]1[CH:25]=[CH:26][CH:27]=[CH:28][C:22]=1[C:21]([O:30][CH3:31])=[O:29]. Procedure: The title compound was prepared as described in General Method 6 from 1.9 mmol of 3-bromo-5,6-dihydro-4-hydroxy-6-(3-methylbutyl)-6-phenyl-2H-pyran-2-one (prepared in example CCC), 2.2 mmol of methyl thiosalicylate and 2.1 mmol of piperidine in 30 mL of dichloromethane. The crude product was chromatographed on silica gel, eluting first with chloroform and then with 5% methanol in chloroform, to give the title compound (m.p. 115°-116° C.). 1H NMR (DMSO-d6) δ 0.80 (m, 6 H), 1.0 (m, 1 H), 1.17 (m, ... Reactants: [I-], [Na+], CC12CC(CCCCCCCCCCCCOS(=O)(=O)Cc3ccccc3)C3=C4CCC(=O)CC4(O)CCC3C1CCC2=O. Yields the product CC12CC(CCCCCCCCCCCCI)C3=C4CCC(=O)CC4(O)CCC3C1CCC2=O. As a reaction SMILES: [I-:46].[Na+:45].[OH:1][C:2]12[CH2:3][CH2:4][CH:5]3[CH:6]4[CH2:7][CH2:8][C:9](=[O:44])[C:10]4([CH3:11])[CH2:12][CH:13]([CH2:21][CH2:22][CH2:23][CH2:24][CH2:25][CH2:26][CH2:27][CH2:28][CH2:29][CH2:30][CH2:31][CH2:32][O:33][S:34]([CH2:35][c:36]4[cH:37][cH:38][cH:39][cH:40][cH:41]4)(=[O:42])=[O:43])[C:14]3=[C:15]1[CH2:16][CH2:17][C:18](=[O:20])[CH2:19]2>>[OH:1][C:2]12[CH2:3][CH2:4][CH:5]3[CH:6]4[CH2:7][CH2:8][C:9](=[O:44])[C:10]4([CH3:11])[CH2:12][CH:13]([CH2:21][CH2:22][CH2:23][CH2:24][CH2:25][CH2:26][CH2:27][CH2:28][CH2:29][CH2:30][CH2:31][CH2:32][I:46])[C:14]3=[C:15]1[CH2:16][CH2:17][C:18](=[O:20])[CH2:19]2.